Dataset: the Open Reaction Database (ORD), a public repository of structured organic reaction records. Task: describe an organic reaction: reactants, conditions, products, and yield Reactants: COC1=C2C=C(C(=NC2=CC=N1)C1=CC=C(C=C1)C(C)(C)N)C=1SC=CC1 (2-{4-[5-methoxy-3-(2-thienyl)-1,6-naphthyridin-2-yl]phenyl}propan-2-amine), Cl (HCl). Solvent: C1CCOC1 (THF). Conditions: time 5 hour. The product is NC(C)(C)C1=CC=C(C=C1)C1=NC=2C=CNC(C2C=C1C=1SC=CC1)=O (2-[4-(1-amino-1-methylethyl)phenyl]-3-(2-thienyl)-1,6-naphthyridin-5(6H)-one). As a reaction SMILES: C[O:2][C:3]1[N:12]=[CH:11][CH:10]=[C:9]2[C:4]=1[CH:5]=[C:6]([C:23]1[S:24][CH:25]=[CH:26][CH:27]=1)[C:7]([C:13]1[CH:18]=[CH:17][C:16]([C:19]([NH2:22])([CH3:21])[CH3:20])=[CH:15][CH:14]=1)=[N:8]2.Cl>C1COCC1>[NH2:22][C:19]([C:16]1[CH:15]=[CH:14][C:13]([C:7]2[C:6]([C:23]3[S:24][CH:25]=[CH:26][CH:27]=3)=[CH:5][C:4]3[C:3](=[O:2])[NH:12][CH:11]=[CH:10][C:9]=3[N:8]=2)=[CH:18][CH:17]=1)([CH3:21])[CH3:20]. Procedure: To a solution of 2-{4-[5-methoxy-3-(2-thienyl)-1,6-naphthyridin-2-yl]phenyl}propan-2-amine (2-6, 66 mg, 0.176 mmol) in THF (10 mL) was added concentrated HCl (1 mL) and stirred for 5 h at rt. The volatiles were evaporated in vacuo and the residue was partitioned between saturated sodium bicarbonate solution and ethyl acetate. The organic layer was dried over magnesium sulfate, filtered, and concentrated to give the title compound as an off-white solid. LRMS m/z (M+1) Calcd: 362.1,. Found 362.2. The reactants are C(=O)(N1C=NC=C1)N1C=NC=C1 (Carbonyldiimidazole), COC1=C(CNC2=NC=C(C(=N2)NCC2=C(C=CC=C2F)F)N)C=CC(=C1)OC (N2-(2,4-dimethoxybenzyl)-N4-(2,6-difluorobenzyl)pyrimidine-2,4,5-triamine), resultant mixture. The solvent is C1CCOC1 (THF). Yields the product COC1=C(CNC2=NC=C3NC(N(C3=N2)CC2=C(C=CC=C2F)F)=O)C=CC(=C1)OC (2-(2,4-Dimethoxybenzylamino)-9-(2,6-difluorobenzyl)-7H-purin-8(9H)-one). Reaction SMILES: [C:1](N1C=CN=C1)(N1C=CN=C1)=[O:2].[CH3:13][O:14][C:15]1[CH:39]=[C:38]([O:40][CH3:41])[CH:37]=[CH:36][C:16]=1[CH2:17][NH:18][C:19]1[N:24]=[C:23]([NH:25][CH2:26][C:27]2[C:32]([F:33])=[CH:31][CH:30]=[CH:29][C:28]=2[F:34])[C:22]([NH2:35])=[CH:21][N:20]=1>C1COCC1>[CH3:13][O:14][C:15]1[CH:39]=[C:38]([O:40][CH3:41])[CH:37]=[CH:36][C:16]=1[CH2:17][NH:18][C:19]1[N:24]=[C:23]2[C:22]([NH:35][C:1](=[O:2])[N:25]2[CH2:26][C:27]2[C:28]([F:34])=[CH:29][CH:30]=[CH:31][C:32]=2[F:33])=[CH:21][N:20]=1. Procedure: Carbonyldiimidazole (0.93 g) was added to a solution of N2-(2,4-dimethoxybenzyl)-N4-(2,6-difluorobenzyl)pyrimidine-2,4,5-triamine (54) in THF (20 mL) and the resultant mixture stirred at RT overnight, then the solvents were removed under reduced pressure and the taken up in EtOAc and washed trice with water. The organics were dried, filtered and evaporated and purified via column chromatography, elution with 2.5 and 4% MeOH/DCM, to yield 2-(2,4-Dimethoxybenzylamino)-9-(2,6-difluorobenzyl)-7H-pur... Starting materials: FC1=CC=C(C=C1)N1C=C(C(C2=CC(=C(C(=C12)F)F)F)=O)C(=O)O (1-(4-fluorophenyl)-6,7,8-trifluoro-1,4- dihydro-4-oxoquinoline-3-carboxylic acid), Cl.COC(=O)C1=C2CNCC2=CC=C1 (4-methoxycarbonylisoindoline hydrochloride), C1CCC2=NCCCN2CC1 (DBU). Solvent: CN(C)C=O (DMF). The product is COC(=O)C1=C2CN(CC2=CC=C1)C1=C(C=C2C(C(=CN(C2=C1F)C1=CC=C(C=C1)F)C(=O)O)=O)F (7-(4-methoxycarbonyl-2-isoindolinyl)-1-(4-fluorophenyl)-6,8- difluoro-1,4-dihydro-4-oxoquinoline-3-carboxylic acid). Yield: 26.1%. Reaction SMILES: [F:1][C:2]1[CH:7]=[CH:6][C:5]([N:8]2[C:17]3[C:12](=[CH:13][C:14]([F:20])=[C:15](F)[C:16]=3[F:18])[C:11](=[O:21])[C:10]([C:22]([OH:24])=[O:23])=[CH:9]2)=[CH:4][CH:3]=1.Cl.[CH3:26][O:27][C:28]([C:30]1[CH:38]=[CH:37][CH:36]=[C:35]2[C:31]=1[CH2:32][NH:33][CH2:34]2)=[O:29].C1CCN2C(=NCCC2)CC1>CN(C=O)C>[CH3:26][O:27][C:28]([C:30]1[CH:38]=[CH:37][CH:36]=[C:35]2[C:31]=1[CH2:32][N:33]([C:15]1[C:16]([F:18])=[C:17]3[C:12]([C:11](=[O:21])[C:10]([C:22]([OH:24])=[O:23])=[CH:9][N:8]3[C:5]3[CH:6]=[CH:7][C:2]([F:1])=[CH:3][CH:4]=3)=[CH:13][C:14]=1[F:20])[CH2:34]2)=[O:29] |f:1.2|. Procedure: 170 mg of 1-(4-fluorophenyl)-6,7,8-trifluoro-1,4- dihydro-4-oxoquinoline-3-carboxylic acid, 109 mg of 4-methoxycarbonylisoindoline hydrochloride, 228 mg of DBU, and 1.5 ml of anhydrous DMF were processed in the same manner as in Example 20 to produce 65 mg of the target compound.